This data is from the Open Reaction Database (ORD), a public repository of structured organic reaction records. The task is: describe an organic reaction: reactants, conditions, products, and yield The reactants are c1ccc(COc2ccc(C3CO3)nc2)cc1, CC(C)(C)N, CO. The product is CC(C)(C)NCC(O)c1ccc(OCc2ccccc2)cn1. As a reaction SMILES: [CH2:1]([c:2]1[cH:3][cH:4][cH:5][cH:6][cH:7]1)[O:8][c:9]1[cH:10][cH:11][c:12]([CH:15]2[CH2:16][O:17]2)[n:13][cH:14]1.[CH3:18][C:19]([CH3:20])([CH3:21])[NH2:22].[CH3:23][OH:24]>>[CH2:1]([c:2]1[cH:3][cH:4][cH:5][cH:6][cH:7]1)[O:8][c:9]1[cH:10][cH:11][c:12]([CH:15]([CH2:16][NH:22][C:19]([CH3:18])([CH3:20])[CH3:21])[OH:17])[n:13][cH:14]1. Reactants: CO (methanol), [Li+].[OH-] (LiOH), BrC=1C(=C(OC1Br)C=1OCC(N1)(C)C)SC(C)C (2-(4,5-dibromo-3-isopropylthio-2-furanyl)-4,4-dimethyloxazoline), Cl (HCl). Conditions: temperature 0 celsius, time 16 hour. Solvent: O1CCCC1 (tetrahydrofuran). The product is BrC=1C(=C(OC1Br)C(=O)O)SC(C)C (4,5-Dibromo-3-(isopropylthio)-2-furancarboxylic acid). RXN SMILES: [Br:1][C:2]1[C:3]([S:15][CH:16]([CH3:18])[CH3:17])=[C:4]([C:8]2[O:9]CC(C)(C)N=2)[O:5][C:6]=1[Br:7].Cl.C[OH:21].[Li+].[OH-]>O1CCCC1>[Br:1][C:2]1[C:3]([S:15][CH:16]([CH3:18])[CH3:17])=[C:4]([C:8]([OH:9])=[O:21])[O:5][C:6]=1[Br:7] |f:3.4|. Reported procedure: A mixture of 3.01 g (7.58 mmol) of 2-(4,5-dibromo-3-isopropylthio-2-furanyl)-4,4-dimethyloxazoline and aqueous 4N HCl is warmed at reflux under N2 atmosphere for 0.5 hr. The reaction is cooled to 0° C. and treated with methanol (60 mL), tetrahydrofuran (30 mL), and 4.25 g (177.0 mmol) of anhydrous LiOH. The reaction is stirred at 0° C. for 2 hr and 25° C. for 16 hr, then concentrated in vacuo. The resulting residue is dissolved in H2O and extracted with diethyl ether (2X). The aqueous solution i... Isolated yield 62.0%. The reactants are COc1ncc(B(O)O)c(OC)n1, CN1C(=O)CN=C(Cl)c2cc(Cl)ccc21, [F-], [K+], O=C(C=Cc1ccccc1)C=Cc1ccccc1, O=C(C=Cc1ccccc1)C=Cc1ccccc1, O=C(C=Cc1ccccc1)C=Cc1ccccc1, [Pd], [Pd]. Yields the product COc1ncc(C2=NCC(=O)N(C)c3ccc(Cl)cc32)c(OC)n1. Reaction SMILES: [CH3:1][O:2][c:3]1[n:4][cH:5][c:6]([B:11]([OH:12])[OH:13])[c:7]([O:9][CH3:10])[n:8]1.[Cl:16][C:17]1=[N:18][CH2:19][C:20](=[O:30])[N:21]([CH3:29])[c:22]2[c:23]1[cH:24][c:25]([Cl:28])[cH:26][cH:27]2.[F-:14].[K+:15].[O:33]=[C:34]([CH:35]=[CH:36][c:37]1[cH:38][cH:39][cH:40][cH:41][cH:42]1)[CH:43]=[CH:44][c:45]1[cH:46][cH:47][cH:48][cH:49][cH:50]1.[O:51]=[C:52]([CH:53]=[CH:54][c:55]1[cH:56][cH:57][cH:58][cH:59][cH:60]1)[CH:61]=[CH:62][c:63]1[cH:64][cH:65][cH:66][cH:67][cH:68]1.[O:69]=[C:70]([CH:71]=[CH:72][c:73]1[cH:74][cH:75][cH:76][cH:77][cH:78]1)[CH:79]=[CH:80][c:81]1[cH:82][cH:83][cH:84][cH:85][cH:86]1.[Pd:31].[Pd:32]>>[CH3:1][O:2][c:3]1[n:4][cH:5][c:6]([C:17]2=[N:18][CH2:19][C:20](=[O:30])[N:21]([CH3:29])[c:22]3[c:23]2[cH:24][c:25]([Cl:28])[cH:26][cH:27]3)[c:7]([O:9][CH3:10])[n:8]1. The reactants are C1COCCO1, Cl, CCOC(=O)c1ccc(Oc2ccc(F)cc2)nc1, [Li+], [OH-], O. Product: O=C(O)c1ccc(Oc2ccc(F)cc2)nc1. RXN SMILES: [CH2:23]1[O:24][CH2:25][CH2:26][O:27][CH2:28]1.[ClH:22].[F:1][c:2]1[cH:3][cH:4][c:5]([O:8][c:9]2[cH:10][cH:11][c:12]([C:15](=[O:16])[O:17][CH2:18][CH3:19])[cH:13][n:14]2)[cH:6][cH:7]1.[Li+:20].[OH-:21].[OH2:29]>>[F:1][c:2]1[cH:3][cH:4][c:5]([O:8][c:9]2[cH:10][cH:11][c:12]([C:15](=[O:16])[OH:17])[cH:13][n:14]2)[cH:6][cH:7]1. Starting materials: N12CCC(CC1)(CC2)C(O)(C2=CC=CC=C2)C2=CC=CC=C2 (1-azabicyclo[2.2.2]oct-4-yl(diphenyl)methanol), BrCCCOC1=CC=C(C=C1)C1=CC=CC=C1 (4-biphenylyl 3-bromopropyl ether). The solvent is CC#N (CH3CN). Yields the product [Br-].C1(=CC=C(C=C1)OCCC[N+]12CCC(CC1)(CC2)C(C2=CC=CC=C2)(C2=CC=CC=C2)O)C2=CC=CC=C2 (1-[3-(4-biphenylyloxy)propyl]-4-[hydroxy(diphenyl)methyl]-1-azoniabicyclo[2.2.2]octane bromide). The yield is 77.8%. Reaction SMILES: [N:1]12[CH2:8][CH2:7][C:4]([C:9]([C:17]3[CH:22]=[CH:21][CH:20]=[CH:19][CH:18]=3)([C:11]3[CH:16]=[CH:15][CH:14]=[CH:13][CH:12]=3)[OH:10])([CH2:5][CH2:6]1)[CH2:3][CH2:2]2.[Br:23][CH2:24][CH2:25][CH2:26][O:27][C:28]1[CH:33]=[CH:32][C:31]([C:34]2[CH:39]=[CH:38][CH:37]=[CH:36][CH:35]=2)=[CH:30][CH:29]=1>CC#N>[Br-:23].[C:31]1([C:34]2[CH:35]=[CH:36][CH:37]=[CH:38][CH:39]=2)[CH:30]=[CH:29][C:28]([O:27][CH2:26][CH2:25][CH2:24][N+:1]23[CH2:6][CH2:5][C:4]([C:9]([OH:10])([C:17]4[CH:22]=[CH:21][CH:20]=[CH:19][CH:18]=4)[C:11]4[CH:12]=[CH:13][CH:14]=[CH:15][CH:16]=4)([CH2:3][CH2:2]2)[CH2:7][CH2:8]3)=[CH:33][CH:32]=1 |f:3.4|. Reported procedure: Following the general procedure outlined in Example 3, 1-azabicyclo[2.2.2]oct-4-yl(diphenyl)methanol (0.0437 g, 0.144 mmol) and 4-biphenylyl 3-bromopropyl ether (0.0562 g, 0.194 mmol) in 2 CH3CN/3 CHCl3 (4.0 mL) were reacted to give the desired product (0.0655 g, 75.2%). EI-MS m/z 504(M+) Rt (2.24 min). Reactants: CS(=O)(=O)O, O=C(O)C(F)(F)F, Cc1ccnc(NCCCCC(=O)NCC(=O)NC(CC(=O)O)c2cccc([N+](=O)[O-])c2)c1, O. Yields the product CS(=O)(=O)O, Cc1ccnc(NCCCCC(=O)NCC(=O)NC(CC(=O)O)c2cccc([N+](=O)[O-])c2)c1. RXN SMILES: [CH3:41][S:42]([OH:43])(=[O:44])=[O:45].[F:1][C:2]([F:3])([F:4])[C:5]([OH:6])=[O:7].[N+:8](=[O:9])([O-:10])[c:11]1[cH:12][c:13]([CH:17]([CH2:18][C:19](=[O:20])[OH:21])[NH:22][C:23]([CH2:24][NH:25][C:26]([CH2:27][CH2:28][CH2:29][CH2:30][NH:31][c:32]2[n:33][cH:34][cH:35][c:36]([CH3:38])[cH:37]2)=[O:39])=[O:40])[cH:14][cH:15][cH:16]1.[OH2:46]>>[CH3:41][S:42](=[O:43])(=[O:44])[OH:45].[N+:8](=[O:9])([O-:10])[c:11]1[cH:12][c:13]([CH:17]([CH2:18][C:19](=[O:20])[OH:21])[NH:22][C:23]([CH2:24][NH:25][C:26]([CH2:27][CH2:28][CH2:29][CH2:30][NH:31][c:32]2[n:33][cH:34][cH:35][c:36]([CH3:38])[cH:37]2)=[O:39])=[O:40])[cH:14][cH:15][cH:16]1.